This data is from the Open Reaction Database (ORD), a public repository of structured organic reaction records. The task is: describe an organic reaction: reactants, conditions, products, and yield Starting materials: F[B-](F)(F)F, CC(C)(C)OC(=O)N1Cc2cc(N)ccc2C(C)(C)C1, CCN(C(C)C)C(C)C, ClCCl, O=C(O)c1ccccc1NCc1ccc(F)cc1, CN(C)C(On1nnc2ccccc21)=[N+](C)C. Yields the product CC(C)(C)OC(=O)N1Cc2cc(NC(=O)c3ccccc3NCc3ccc(F)cc3)ccc2C(C)(C)C1. RXN SMILES: [B-:39]([F:40])([F:41])([F:42])[F:43].[C:19]([CH3:20])([CH3:21])([CH3:22])[O:23][C:24](=[O:25])[N:26]1[CH2:27][c:28]2[cH:29][c:30]([NH2:38])[cH:31][cH:32][c:33]2[C:34]([CH3:36])([CH3:37])[CH2:35]1.[CH:61]([N:62]([CH2:63][CH3:64])[CH:65]([CH3:66])[CH3:67])([CH3:68])[CH3:69].[Cl:70][CH2:71][Cl:72].[F:1][c:2]1[cH:3][cH:4][c:5]([CH2:6][NH:7][c:8]2[c:9]([C:10](=[O:11])[OH:12])[cH:13][cH:14][cH:15][cH:16]2)[cH:17][cH:18]1.[n:44]1([O:45][C:46]([N:47]([CH3:48])[CH3:49])=[N+:50]([CH3:51])[CH3:52])[c:53]2[cH:54][cH:55][cH:56][cH:57][c:58]2[n:59][n:60]1>>[F:1][c:2]1[cH:3][cH:4][c:5]([CH2:6][NH:7][c:8]2[c:9]([C:10](=[O:12])[NH:38][c:30]3[cH:29][c:28]4[c:33]([cH:32][cH:31]3)[C:34]([CH3:36])([CH3:37])[CH2:35][N:26]([C:24]([O:23][C:19]([CH3:20])([CH3:21])[CH3:22])=[O:25])[CH2:27]4)[cH:13][cH:14][cH:15][cH:16]2)[cH:17][cH:18]1. Reactants: O=C1CCC(=O)N1Br, C1CCOC1, Cl, Cc1c(Cc2cccc([N+](=O)[O-])c2F)c(=O)oc2cc(OC(=O)N(C)C)ccc12, O. The product is CN(C)C(=O)Oc1ccc2c(CBr)c(Cc3cccc([N+](=O)[O-])c3F)c(=O)oc2c1. As a reaction SMILES: [Br:30][N:31]1[C:32](=[O:33])[CH2:34][CH2:35][C:36]1=[O:37].[CH2:39]1[O:40][CH2:41][CH2:42][CH2:43]1.[ClH:38].[F:1][c:2]1[c:3]([CH2:4][c:5]2[c:6](=[O:22])[o:7][c:8]3[c:9]([c:10]2[CH3:11])[cH:12][cH:13][c:14]([O:16][C:17]([N:18]([CH3:19])[CH3:20])=[O:21])[cH:15]3)[cH:23][cH:24][cH:25][c:26]1[N+:27](=[O:28])[O-:29].[OH2:44]>>[F:1][c:2]1[c:3]([CH2:4][c:5]2[c:6](=[O:22])[o:7][c:8]3[c:9]([c:10]2[CH2:11][Br:30])[cH:12][cH:13][c:14]([O:16][C:17]([N:18]([CH3:19])[CH3:20])=[O:21])[cH:15]3)[cH:23][cH:24][cH:25][c:26]1[N+:27](=[O:28])[O-:29]. Starting materials: NC1=CC=C(C=C1)CCC(=O)OCC (ethyl 4-aminobenzenepropanoate), O(C1=CC=CC=C1)C1=CC=C(C(=O)O)C=C1 (4-phenoxybenzoic acid), Cl.C(C)N=C=NCCCN(C)C (1-ethyl-3-(3-dimethylaminopropyl)carbodiimide hydrochloride), O.ON1N=NC2=C1C=CC=C2 (1-hydroxybenzotriazole monohydrate). Run in O (Water), CN(C=O)C (N,N-dimethylformamide). Reaction conditions: time 16 hour. Product: O(C1=CC=CC=C1)C1=CC=C(C(=O)NC2=CC=C(C=C2)CCC(=O)OCC)C=C1 (ethyl 4-[(4-phenoxybenzoyl)amino]benzenepropanoate). The yield is 68.5%. As a reaction SMILES: [NH2:1][C:2]1[CH:7]=[CH:6][C:5]([CH2:8][CH2:9][C:10]([O:12][CH2:13][CH3:14])=[O:11])=[CH:4][CH:3]=1.[O:15]([C:22]1[CH:30]=[CH:29][C:25]([C:26](O)=[O:27])=[CH:24][CH:23]=1)[C:16]1[CH:21]=[CH:20][CH:19]=[CH:18][CH:17]=1.Cl.C(N=C=NCCCN(C)C)C.O.ON1C2C=CC=CC=2N=N1>CN(C)C=O.O>[O:15]([C:22]1[CH:23]=[CH:24][C:25]([C:26]([NH:1][C:2]2[CH:3]=[CH:4][C:5]([CH2:8][CH2:9][C:10]([O:12][CH2:13][CH3:14])=[O:11])=[CH:6][CH:7]=2)=[O:27])=[CH:29][CH:30]=1)[C:16]1[CH:17]=[CH:18][CH:19]=[CH:20][CH:21]=1 |f:2.3,4.5|. Procedure details: To a solution of ethyl 4-aminobenzenepropanoate (0.70 g, 3.6 mmol) in N,N-dimethylformamide (25 mL) were added 4-phenoxybenzoic acid (0.85 g, 4.0 mmol), 1-ethyl-3-(3-dimethylaminopropyl)carbodiimide hydrochloride (0.76 g, 4.0 mmol) and 1-hydroxybenzotriazole monohydrate (0.61 g, 4.0 mmol), and the mixture was stirred at room temperature for 16 hrs. Water was added to the reaction mixture, and the mixture was extracted with ethyl acetate. The extract was washed with water, dried and concentrated.... Reactants: C(C)O (ethanol), [OH-].[Na+] (sodium hydroxide), COC1=CC=C2C=CC=C(C2=C1)CC(=O)OCC (ethyl (7-methoxy-1-naphthyl)-acetate). Run in O (water). Conditions: time 3 hour. The product is COC1=CC=C2C=CC=C(C2=C1)CC(=O)O (7-methoxy-1-naphthaleneacetic acid). Isolated yield 72.3%. RXN SMILES: [OH-].[Na+].C(O)C.[CH3:6][O:7][C:8]1[CH:17]=[C:16]2[C:11]([CH:12]=[CH:13][CH:14]=[C:15]2[CH2:18][C:19]([O:21]CC)=[O:20])=[CH:10][CH:9]=1>O>[CH3:6][O:7][C:8]1[CH:17]=[C:16]2[C:11]([CH:12]=[CH:13][CH:14]=[C:15]2[CH2:18][C:19]([OH:21])=[O:20])=[CH:10][CH:9]=1 |f:0.1|. Procedure: 40 g sodium hydroxide was dissolved in 1000 ml water and 1000 ml 95% ethanol was added. They were mixed. Then, 50 g ethyl (7-methoxy-1-naphthyl)-acetate was added into above-mentioned mixture solution and the mixture solution was stirred for 3 hours at room temperature. The reaction was subsequently stopped and vacuum evaporated to remove ethanol, resulting in brown-red liquid. The liquid was washed with 300 ml×2 ethyl acetate prior to adding 30 ml 95% ethanol into the aqueous layer. The pH was ... Reactants: CCOC(=O)N1CCNCC1, O=C([O-])O, [Cl-], [Cl-], [Cl-], [Cl-], Cc1ccc2c(c1)CC(=O)c1cc(Cl)ccc1S2, [Na+], [Ti+4], c1ccccc1. Product: CCOC(=O)N1CCN(C2=Cc3cc(C)ccc3Sc3ccc(Cl)cc32)CC1. Reaction SMILES: [C:19](=[O:20])([O:21][CH2:22][CH3:23])[N:24]1[CH2:25][CH2:26][NH:27][CH2:28][CH2:29]1.[C:30](=[O:31])([OH:32])[O-:33].[Cl-:35].[Cl-:36].[Cl-:37].[Cl-:38].[Cl:1][c:2]1[cH:3][cH:4][c:5]2[c:6]([cH:18]1)[C:7](=[O:17])[CH2:8][c:9]1[c:10]([cH:12][cH:13][c:14]([CH3:16])[cH:15]1)[S:11]2.[Na+:34].[Ti+4:39].[cH:40]1[cH:41][cH:42][cH:43][cH:44][cH:45]1>>[Cl:1][c:2]1[cH:3][cH:4][c:5]2[c:6]([cH:18]1)[C:7]([N:27]1[CH2:26][CH2:25][N:24]([C:19](=[O:20])[O:21][CH2:22][CH3:23])[CH2:29][CH2:28]1)=[CH:8][c:9]1[c:10]([cH:12][cH:13][c:14]([CH3:16])[cH:15]1)[S:11]2.